describe an organic reaction: reactants, conditions, products, and yield From a dataset of the Open Reaction Database (ORD), a public repository of structured organic reaction records. The reactants are C(C1=CC=CC=C1)C1C2=C(SCCN1)C(N(N=C2)C)=O (5-benzyl-8-methyl-2,3,4,5-tetrahydro-9(8H)-pyridazino[4,5-b][1,5]thiazepinone), I(=O)(=O)(=O)[O-].[Na+] (sodium metaperiodate), ice water, ice water. Solvent: C(C)(=O)O (acetic acid), O (water). The product is C(C1=CC=CC=C1)C1C2=C(S(CCN1)=O)C(N(N=C2)C)=O (5-Benzyl-8-methyl-2,3,4,5-tetra hydro-9(8H)-pyridazino[4,5-b][1,5]thiazepinone-1-oxide). Yield: 63.2%. As a reaction SMILES: [CH2:1]([CH:8]1[NH:14][CH2:13][CH2:12][S:11][C:10]2[C:15](=[O:20])[N:16]([CH3:19])[N:17]=[CH:18][C:9]1=2)[C:2]1[CH:7]=[CH:6][CH:5]=[CH:4][CH:3]=1.I([O-])(=O)(=O)=[O:22].[Na+]>C(O)(=O)C.O>[CH2:1]([CH:8]1[NH:14][CH2:13][CH2:12][S:11](=[O:22])[C:10]2[C:15](=[O:20])[N:16]([CH3:19])[N:17]=[CH:18][C:9]1=2)[C:2]1[CH:7]=[CH:6][CH:5]=[CH:4][CH:3]=1 |f:1.2|. Reported procedure: To a solution of 0.84 g (2.92 mmol) of 5-benzyl-8-methyl-2,3,4,5-tetrahydro-9(8H)-pyridazino[4,5-b][1,5]thiazepinone in 7.5 ml of glacial acetic acid the solution of 0.75 g (3.6 mmol) of sodium metaperiodate in 6 ml of water are added dropwise while stirring and cooling with ice-water. The reaction mixture is stirred for 3 hours while cooling with ice-water. The obtained suspension is filtered and washed with a small amount of water. The aqueous phase is extracted with 3×20 ml of dichloromethane...